Dataset: the Open Reaction Database (ORD), a public repository of structured organic reaction records. Task: describe an organic reaction: reactants, conditions, products, and yield The reactants are O (water), C(=O)(Cl)Cl (Phosgene), CCN(C(C)C)C(C)C (Hünig's base), NC1=C(C(=O)O)C=C(C(=C1)Cl)Cl (2-Amino-4,5-dichloro-benzoic acid). Run in C(Cl)Cl.C1CCOC1 (DCM THF). Run at temperature 0 celsius, time 8 hour. Yields the product ClC1=C2C(C(=O)OC(N2)=O)=CC=C1Cl (3,4-Dichloroisatoic anhydride). Isolated yield 94.7%. As a reaction SMILES: N[C:2]1[CH:10]=[C:9]([Cl:11])[C:8]([Cl:12])=[CH:7][C:3]=1[C:4]([OH:6])=[O:5].[C:13](Cl)(Cl)=[O:14].CC[N:19](C(C)C)C(C)C.O>C(Cl)Cl.C1COCC1>[Cl:12][C:8]1[C:9]([Cl:11])=[CH:10][CH:2]=[C:3]2[C:4]([O:6][C:13](=[O:14])[NH:19][C:7]=12)=[O:5] |f:4.5|. Reported procedure: 2-Amino-4,5-dichloro-benzoic acid (1.5 g, 7.28 mmol) was dissolved in 1:1 DCM/THF (20 mL) and cooled to 0° C. Phosgene (20% in toluene, 5.4 mL, 8.00 mmol) and Hünig's base (2.54 mL, 14.6 mmol) were added and the reaction was stirred overnight and warmed slowly to rt. The mixture was poured into water and extracted with DCM (3×) and EtOAc (2×). The combined organic layers were dried (MgSO4), and concentrated to provide the product as a white solid (1.6 g, 92%). HPLC: RT=8.10 min. MS (ESI−): mass ... Starting materials: C(C)OC(C(CC1=C(C=C(C=C1)O)C)OCC)=O ([rac]-2-ethoxy-3-(4-hydroxy-2-methyl-phenyl)-propionic acid ethyl ester), O=P(Cl)(Cl)Cl (POCl3), C([O-])([O-])=O.[Cs+].[Cs+] (cesium carbonate), ClCC=1N=C(OC1C)C1=CC=C(C=C1)C(C)C (4-chloromethyl-2-(4-isopropyl-phenyl)-5-methyl-oxazole), C(C)(C)C1=CC=C(C=O)C=C1 (4-isopropyl-benzaldehyde), [I-].[K+] (potassium iodide). Yields the product C(C)OC(C(CC1=C(C=C(C=C1)OCC=1N=C(OC1C)C1=CC=C(C=C1)C(C)C)C)OCC)=O ([rac]-2-ethoxy-3-{4-[2-(4-isopropyl-phenyl)-5-methyl-oxazol-4-ylmethoxy]-2-methyl-phenyl}-propionic acid ethyl ester). Reaction SMILES: [CH2:1]([O:3][C:4](=[O:18])[CH:5]([O:15][CH2:16][CH3:17])[CH2:6][C:7]1[CH:12]=[CH:11][C:10]([OH:13])=[CH:9][C:8]=1[CH3:14])[CH3:2].Cl[CH2:20][C:21]1[N:22]=[C:23]([C:27]2[CH:32]=[CH:31][C:30]([CH:33]([CH3:35])[CH3:34])=[CH:29][CH:28]=2)[O:24][C:25]=1[CH3:26].C(C1C=CC(C=O)=CC=1)(C)C.O=P(Cl)(Cl)Cl.C(=O)([O-])[O-].[Cs+].[Cs+].[I-].[K+]>>[CH2:1]([O:3][C:4](=[O:18])[CH:5]([O:15][CH2:16][CH3:17])[CH2:6][C:7]1[CH:12]=[CH:11][C:10]([O:13][CH2:20][C:21]2[N:22]=[C:23]([C:27]3[CH:28]=[CH:29][C:30]([CH:33]([CH3:35])[CH3:34])=[CH:31][CH:32]=3)[O:24][C:25]=2[CH3:26])=[CH:9][C:8]=1[CH3:14])[CH3:2] |f:4.5.6,7.8|. Procedure details: In analogy to the procedure described in example 1 f], [rac]-2-ethoxy-3-(4-hydroxy-2-methyl-phenyl)-propionic acid ethyl ester (example 34 b]) was reacted with 4-chloromethyl-2-(4-isopropyl-phenyl)-5-methyl-oxazole (prepared from 4-isopropyl-benzaldehyde and diacetyl monoxyme followed by treatment with POCl3 in analogy to the procedures described in examples 5 a] and 2 b]) in the presence of cesium carbonate and potassium iodide to yield [rac]-2-ethoxy-3-{4-[2-(4-isopropyl-phenyl)-5-methyl-oxazo... The reactants are C(#N)C=1C=C(C=C(C1)C(F)(F)F)NC(=O)C1CC2=CC(=CC=C2CC1)OC1=CC(=NC=C1)C(=O)N1CCCC1 (N-[3-cyano-5-(trifluoromethyl)phenyl]-7-{[2-(pyrrolidin-1-ylcarbonyl)pyridin-4-yl]oxy}-1,2,3,4-tetrahydronaphthalene-2-carboxamide). The reagents and catalysts are [Ni] (Ni). The solvent is N (ammonia), CO (MeOH). Reaction conditions: time 8 hour. Product: NCC=1C=C(C=C(C1)C(F)(F)F)NC(=O)C1CC2=CC(=CC=C2CC1)OC1=CC(=NC=C1)C(=O)N1CCCC1 (N-[3-(aminomethyl)-5-(trifluoromethyl)phenyl]-7-{[2-(pyrrolidin-1-ylcarbonyl)pyridin-4-yl]oxy}-1,2,3,4-tetrahydronaphthalene-2-carboxamide). As a reaction SMILES: [C:1]([C:3]1[CH:4]=[C:5]([NH:13][C:14]([CH:16]2[CH2:25][CH2:24][C:23]3[C:18](=[CH:19][C:20]([O:26][C:27]4[CH:32]=[CH:31][N:30]=[C:29]([C:33]([N:35]5[CH2:39][CH2:38][CH2:37][CH2:36]5)=[O:34])[CH:28]=4)=[CH:21][CH:22]=3)[CH2:17]2)=[O:15])[CH:6]=[C:7]([C:9]([F:12])([F:11])[F:10])[CH:8]=1)#[N:2]>N.CO.[Ni]>[NH2:2][CH2:1][C:3]1[CH:4]=[C:5]([NH:13][C:14]([CH:16]2[CH2:25][CH2:24][C:23]3[C:18](=[CH:19][C:20]([O:26][C:27]4[CH:32]=[CH:31][N:30]=[C:29]([C:33]([N:35]5[CH2:36][CH2:37][CH2:38][CH2:39]5)=[O:34])[CH:28]=4)=[CH:21][CH:22]=3)[CH2:17]2)=[O:15])[CH:6]=[C:7]([C:9]([F:11])([F:12])[F:10])[CH:8]=1. Procedure details: A solution of N-[3-cyano-5-(trifluoromethyl)phenyl]-7-{[2-(pyrrolidin-1-ylcarbonyl)pyridin-4-yl]oxy}-1,2,3,4-tetrahydronaphthalene-2-carboxamide (0.310 g, 0.58 mmol) and Raney Ni (50% v/v in water, 2.0 mL) in 7M ammonia in MeOH (30 mL) was allowed to stir at rt under an atmosphere of hydrogen overnight. The reaction mixture was filtered over Celite, the Celite rinsed with MeOH, and the solution concentrated to give N-[3-(aminomethyl)-5-(trifluoromethyl)phenyl]-7-{[2-(pyrrolidin-1-ylcarbonyl)pyri... Run in C(C(=O)OCC)(=O)OCC (diethyl oxalate), CCOCC (ether), C1=CC=CC=C1 (benzene). As a reaction SMILES: [C:1]([C:4]1[C:21]([OH:22])=[CH:20][CH:19]=[CH:18][C:5]=1[O:6][CH2:7][CH:8]([OH:17])[CH2:9][O:10][C:11]1[CH:16]=[CH:15][CH:14]=[CH:13][CH:12]=1)(=[O:3])[CH3:2].[O-:23][CH2:24][CH3:25].[Na+].[Na].C([OH:30])C>C(OCC)(=O)C(OCC)=O.C1C=CC=CC=1.CCOCC>[C:24]([C:25]1[O:22][C:21]2[C:4]([C:1](=[O:3])[CH:2]=1)=[C:5]([O:6][CH2:7][CH:8]([OH:17])[CH2:9][O:10][C:11]1[CH:16]=[CH:15][CH:14]=[CH:13][CH:12]=1)[CH:18]=[CH:19][CH:20]=2)([OH:30])=[O:23] |f:1.2,^1:26|. Reported procedure: A solution of 1-(2-acetyl-3-hydroxyphenoxy)-2-hydroxy-3-phenoxypropane (12.08 g) in diethyl oxalate (30 ml) was added to a suspension of sodium ethoxide, prepared from sodium (6.0 g) and ethanol (60 ml), in benzene (100 ml). The mixture was heated under reflux for 1.5 hours, cooled and poured into ether. The precipitated yellow solid was collected, washed with ether and dried. The solid was then added to a mixture of glacial acetic acid (80 ml) and concentrated hydrochloric acid (30 ml) and heat... Reactants: C(C)(=O)C1=C(OCC(COC2=CC=CC=C2)O)C=CC=C1O (1-(2-acetyl-3-hydroxyphenoxy)-2-hydroxy-3-phenoxypropane), [O-]CC.[Na+] (sodium ethoxide), [Na] (sodium), C(C)O (ethanol). Yields the product C(=O)(O)C=1OC2=CC=CC(=C2C(C1)=O)OCC(COC1=CC=CC=C1)O (1-(2-carboxychromon-5-yloxy)-2-hydroxy-3-phenoxypropane). The reactants are C(\C=C(\C)/CC\C=C(/C)\CCC=C(C)C)(=O)OC (Methyl (Z,E)-farnesoate), C(Cl)(Cl)(Cl)Cl (CCl4). The product is C/C(/C(=O)OC)=C\CCC=C(C)C (Methyl (E)-2,7-dimethyl-2,6-octadienoate). As a reaction SMILES: [C:1]([O:17][CH3:18])(=[O:16])/[CH:2]=[C:3](\[CH2:5][CH2:6]/[CH:7]=[C:8](/[CH2:10]CC=C(C)C)\[CH3:9])/C.[C:19](Cl)(Cl)(Cl)Cl>>[CH3:19]/[C:2](=[CH:3]\[CH2:5][CH2:6][CH:7]=[C:8]([CH3:9])[CH3:10])/[C:1]([O:17][CH3:18])=[O:16]. Procedure details: Gamma-Alkylation of Senecioic Acid (5) with Geranyl Bromide, Farnesoic Acids, (Method B) -- The copper dienolate from 1 g (0.01 mol) of senecioic acid (5) was formed by initial mixed dienolate generation (Method II) and subsequent addition of 3.89 g (0.02 mol) of cuprous iodide, and 5.0 g (0.025 mol) of geranyl bromide was added as in alkylation B. Isolation by procedure 3 and methylation with diazomethane produced 2.06 g (80%) of a mixture of esters. Using glpc analysis (Col. B, 145°), three ma... Reactants: C=CC (propylene), C=C (ethylene), (CH3)5CpRh(CO)2This, C=CC (propylene), C(=CC)C1=C(C=CC=C1)OC (propenylanisole). Run in C1(=CC=CC=C1)OC (anisole), C1(=CC=CC=C1)OC (anisole). Procedure: In this experiment propylene is charged into a reactor containing an ethylenation reaction mixture that has been allowed to run long enough to demonstrate catalytic activity similar to what is observed in the ethylenation reaction catalyzed by (CH3)5CpRh(CO)2This procedure is followed because it is feared that propylene might be so much less reactive than ethylene that even small inhibiting influences might interfere with the detection of propenylanisole. Thus, an ethylenation reaction is set up... Yields the product C(=C)C=1C=C(C=CC1)OC (m-vinylanisole). The reagents and catalysts are Rh. Reaction conditions: temperature 180 celsius, time 16 hour. Reaction SMILES: [CH2:1]=[CH:2][CH3:3].C=C.[CH:6]([C:9]1C=CC=[CH:11][C:10]=1[O:15][CH3:16])=[CH:7]C>C1(OC)C=CC=CC=1>[CH:2]([C:3]1[CH:11]=[C:10]([O:15][CH3:16])[CH:9]=[CH:6][CH:7]=1)=[CH2:1].